Dataset: the Open Reaction Database (ORD), a public repository of structured organic reaction records. Task: describe an organic reaction: reactants, conditions, products, and yield Reactants: C=1(C(=CC=CC1)S(=O)(=O)[O-])C (toluenesulfonate), C=1(C(=CC=CC1)S(=O)(=O)[O-])C (toluenesulfonate), benzylated iminodiacetate, N(CC(=O)O)CC(=O)O (iminodiacetic acid), C=1(C(=CC=CC1)S(=O)(=O)O)C (toluenesulfonic acid), C(C1=CC=CC=C1)O (benzyl alcohol). Run in O (water), CCOCC (ether), C(C)(=O)OCC (ethyl acetate), C(C)N(CC)CC (triethylamine), C1=CC=CC=C1 (benzene). Run at time 30 minute. The product is N(CC(=O)OCC1=CC=CC=C1)CC(=O)OCC1=CC=CC=C1 (Dibenzyl Iminodiacetate). The yield is 91.0%. RXN SMILES: [NH:1]([CH2:6][C:7]([OH:9])=[O:8])[CH2:2][C:3]([OH:5])=[O:4].[C:10]1([CH3:20])[C:11](S(O)(=O)=O)=[CH:12][CH:13]=[CH:14][CH:15]=1.[CH2:21](O)[C:22]1[CH:27]=[CH:26][CH:25]=[CH:24][CH:23]=1.C1(C)C(S([O-])(=O)=O)=CC=CC=1>C1C=CC=CC=1.C(OCC)(=O)C.C(N(CC)CC)C.CCOCC.O>[NH:1]([CH2:6][C:7]([O:9][CH2:21][C:22]1[CH:27]=[CH:26][CH:25]=[CH:24][CH:23]=1)=[O:8])[CH2:2][C:3]([O:5][CH2:20][C:10]1[CH:11]=[CH:12][CH:13]=[CH:14][CH:15]=1)=[O:4]. Procedure details: A mixture of iminodiacetic acid (16.64 g, 0.125 mol), toluenesulfonic acid (28.5 g, 0.15 mol), and 60 ml of benzyl alcohol in 100 ml benzene was refluxed for 24 h with continuous removal of water using a Dean-Stark trap. After addition of ether to the cooled reaction mixture, toluenesulfonate salt of the benzylated iminodiacetate was obtained as a solid. Subsequently, triethylamine (25 ml) was added to a suspension of the toluenesulfonate salt in ethyl acetate and stirred for 30 minutes. The eth... The product is ClC=1C(=C(SC1)NC(CN1C(CCC2=NC=CC=C12)=O)=O)C1=NC(=NN1)C(C)C (N-(4-chloro-3-(3-isopropyl-1H-1,2,4-triazol-5-yl)thiophen-2-yl)-2-(2-oxo-3,4-dihydro-1,5-naphthyridin-1(2H)-yl)acetamide). Starting materials: ClC=1C(=C(SC1)N)C1=NC(=NN1)C(C)C (4-chloro-3-(3-isopropyl-1H-1,2,4-triazol-5-yl)thiophen-2-amine), O=C1N(C2=CC=CN=C2CC1)CC(=O)O (2-(2-oxo-3,4-dihydro-1,5-naphthyridin-1(2H)-yl)acetic acid). Procedure details: The title compound was prepared from 4-chloro-3-(3-isopropyl-1H-1,2,4-triazol-5-yl)thiophen-2-amine (117 mg, 482 umol) and 2-(2-oxo-3,4-dihydro-1,5-naphthyridin-1(2H)-yl)acetic acid (155 mg, 752 umol) using protocol A and was purified by HPLC to yield N-(4-chloro-3-(3-isopropyl-1H-1,2,4-triazol-5-yl)thiophen-2-yl)-2-(2-oxo-3,4-dihydro-1,5-naphthyridin-1(2H)-yl)acetamide. Method [7] Retention time 0.35 min by HPLC (M+=431 and 433) and (M+Na=453 and 455). 1H NMR (300 MHz, DMSO-d6) δ 12.28 (s, 1H),... RXN SMILES: [Cl:1][C:2]1[C:3]([C:8]2[NH:12][N:11]=[C:10]([CH:13]([CH3:15])[CH3:14])[N:9]=2)=[C:4]([NH2:7])[S:5][CH:6]=1.[O:16]=[C:17]1[CH2:26][CH2:25][C:24]2[C:19](=[CH:20][CH:21]=[CH:22][N:23]=2)[N:18]1[CH2:27][C:28](O)=[O:29]>>[Cl:1][C:2]1[C:3]([C:8]2[NH:12][N:11]=[C:10]([CH:13]([CH3:15])[CH3:14])[N:9]=2)=[C:4]([NH:7][C:28](=[O:29])[CH2:27][N:18]2[C:19]3[C:24](=[N:23][CH:22]=[CH:21][CH:20]=3)[CH2:25][CH2:26][C:17]2=[O:16])[S:5][CH:6]=1. The reactants are CC(C)(C)OC(=O)N1CCN(CCF)CC1, ClCCl, O=C(O)C(F)(F)F. Product: FCCN1CCNCC1. Reaction SMILES: [C:8]([O:9][C:10](=[O:11])[N:15]1[CH2:16][CH2:17][N:18]([CH2:21][CH2:22][F:23])[CH2:19][CH2:20]1)([CH3:12])([CH3:13])[CH3:14].[CH2:24]([Cl:25])[Cl:26].[OH:1][C:2]([C:3]([F:4])([F:5])[F:6])=[O:7]>>[NH:15]1[CH2:16][CH2:17][N:18]([CH2:21][CH2:22][F:23])[CH2:19][CH2:20]1. The reactants are BrC1=CC2=C(C=NNC2=O)N1 (2-bromo-1H-pyrrolo[2,3-d]pyridazin-4(5H)-one), C(C)(C)(C)NC1=NC2=C(C=CC=C2N=C1C)B1OC(C(O1)(C)C)(C)C (N-(tert-butyl)-3-methyl-8-(4,4,5,5-tetramethyl-1,3,2-dioxaborolan-2-yl)quinoxalin-2-amine), [O-]P(=O)([O-])[O-].[K+].[K+].[K+] (K3PO4), CC(C)C1=CC(=C(C(=C1)C(C)C)C2=C(C=CC=C2)P(C3CCCCC3)C4CCCCC4)C(C)C (XPhos). Reagents/catalysts: C=1C=CC(=CC1)/C=C/C(=O)/C=C/C2=CC=CC=C2.C=1C=CC(=CC1)/C=C/C(=O)/C=C/C2=CC=CC=C2.C=1C=CC(=CC1)/C=C/C(=O)/C=C/C2=CC=CC=C2.[Pd].[Pd] (Pd2dba3). The solvent is O1CCOCC1 (dioxane), O (water), CO.C(Cl)Cl (MeOH DCM). Reaction conditions: temperature 70 celsius, time 1.5 hour. Yields the product C(C)(C)(C)NC=1C(=NC2=CC=CC(=C2N1)C1=CC2=C(C=NNC2=O)N1)C (2-(3-(tert-butylamino)-2-methylquinoxalin-5-yl)-1H-pyrrolo[2,3-d]pyridazin-4(5H)-one). Isolated yield 21.8%. RXN SMILES: Br[C:2]1[NH:11][C:5]2[CH:6]=[N:7][NH:8][C:9](=[O:10])[C:4]=2[CH:3]=1.[C:12]([NH:16][C:17]1[C:26]([CH3:27])=[N:25][C:24]2[C:19](=[C:20](B3OC(C)(C)C(C)(C)O3)[CH:21]=[CH:22][CH:23]=2)[N:18]=1)([CH3:15])([CH3:14])[CH3:13].[O-]P([O-])([O-])=O.[K+].[K+].[K+].CC(C1C=C(C(C)C)C(C2C=CC=CC=2P(C2CCCCC2)C2CCCCC2)=C(C(C)C)C=1)C>O1CCOCC1.O.C1C=CC(/C=C/C(/C=C/C2C=CC=CC=2)=O)=CC=1.C1C=CC(/C=C/C(/C=C/C2C=CC=CC=2)=O)=CC=1.C1C=CC(/C=C/C(/C=C/C2C=CC=CC=2)=O)=CC=1.[Pd].[Pd].CO.C(Cl)Cl>[C:12]([NH:16][C:17]1[C:26]([CH3:27])=[N:25][C:24]2[C:19]([N:18]=1)=[C:20]([C:2]1[NH:11][C:5]3[CH:6]=[N:7][NH:8][C:9](=[O:10])[C:4]=3[CH:3]=1)[CH:21]=[CH:22][CH:23]=2)([CH3:15])([CH3:14])[CH3:13] |f:2.3.4.5,9.10.11.12.13,14.15|. Reported procedure: A mixture of 2-bromo-1H-pyrrolo[2,3-d]pyridazin-4(5H)-one (47.0 mg, 0.220 mmol), N-(tert-butyl)-3-methyl-8-(4,4,5,5-tetramethyl-1,3,2-dioxaborolan-2-yl)quinoxalin-2-amine (174b; 94 mg, 0.220 mmol), K3PO4 (140 mg, 0.659 mmol), Pd2dba3 (Aldrich; 10.05 mg, 10.98 μmol), and XPhos (Strem Chemicals, Inc., 10.47 mg, 0.022 mmol) in a mixture of dioxane (1.5 mL) and water (0.38 mL) was stirred under argon at 70° C. for 1.5 h. The reaction mixture was subsequently heated at 90° C. for 17 h. The reaction m... The reactants are ClC=1C(=C2C(=NC1CN1C(CCC1=O)=O)SC1=C2CCC(C1)=O)C1=CC=C(C=C1)OC (1-{[3-chloro-4-(4-methoxyphenyl)-7-oxo-5,6,7,8-tetrahydro[1]benzothieno[2,3-b]pyridin-2-yl]methyl}-2,5-pyrrolidinedione), Cl.NO (hydroxylamine hydrochloride), O (water), CO (methanol). The solvent is C1CCOC1 (THF). Yields the product ClC=1C(=C2C(=NC1CN1C(CCC1=O)=O)SC1=C2CC/C(/C1)=N/O)C1=CC=C(C=C1)OC ((Z)-1-{[3-chloro-7-(hydroxyimino)-4-(4-methoxyphenyl)-5,6,7,8-tetrahydro[1]benzothieno[2,3-b]pyridin-2-yl]methyl}-2,5-pyrrolidinedione). As a reaction SMILES: [Cl:1][C:2]1[C:3]([C:24]2[CH:29]=[CH:28][C:27]([O:30][CH3:31])=[CH:26][CH:25]=2)=[C:4]2[C:18]3[CH2:19][CH2:20][C:21](=O)[CH2:22][C:17]=3[S:16][C:5]2=[N:6][C:7]=1[CH2:8][N:9]1[C:13](=[O:14])[CH2:12][CH2:11][C:10]1=[O:15].Cl.[NH2:33][OH:34].O.CO>C1COCC1>[Cl:1][C:2]1[C:3]([C:24]2[CH:25]=[CH:26][C:27]([O:30][CH3:31])=[CH:28][CH:29]=2)=[C:4]2[C:18]3[CH2:19][CH2:20]/[C:21](=[N:33]/[OH:34])/[CH2:22][C:17]=3[S:16][C:5]2=[N:6][C:7]=1[CH2:8][N:9]1[C:13](=[O:14])[CH2:12][CH2:11][C:10]1=[O:15] |f:1.2|. Procedure: A mixture of the compound obtained in Example 33 (2.0 g), hydroxylamine hydrochloride (673 mg), water (5 ml), methanol (5 ml), and THF (40 ml) was heat under reflux for 2 hours and then evaporated under reduced pressure to remove the solvent. The residue was dissolved in methylene chloride and the resulting solution was washed with a saturated, aqueous solution of sodium hydrogen carbonate and water, dried (MgSO4), and then evaporated under reduced pressure to remove the solvent. The residue was... Reactants: CCOC(=O)CC(O)CNC(C)=O, CO, NN, O. Product: CC(=O)NCC(O)CC(=O)NN. As a reaction SMILES: [C:1]([CH3:2])(=[O:3])[NH:4][CH2:5][CH:6]([CH2:7][C:8](=[O:9])[O:10][CH2:11][CH3:12])[OH:13].[CH3:17][OH:18].[NH2:15][NH2:16].[OH2:14]>>[C:1]([CH3:2])(=[O:3])[NH:4][CH2:5][CH:6]([CH2:7][C:8](=[O:9])[NH:15][NH2:16])[OH:13].